Dataset: the Open Reaction Database (ORD), a public repository of structured organic reaction records. Task: describe an organic reaction: reactants, conditions, products, and yield Starting materials: O=[N+]([O-])c1cc(Cl)ccc1Br, CO, O=C[O-], [NH4+], O, [Zn]. Yields the product Nc1cc(Cl)ccc1Br. As a reaction SMILES: [Br:1][c:2]1[c:3]([N+:9]([O-:10])=[O:11])[cH:4][c:5]([Cl:8])[cH:6][cH:7]1.[CH3:16][OH:17].[CH:12]([O-:13])=[O:14].[NH4+:15].[OH2:18].[Zn:19]>>[Br:1][c:2]1[c:3]([NH2:9])[cH:4][c:5]([Cl:8])[cH:6][cH:7]1.